This data is from the Open Reaction Database (ORD), a public repository of structured organic reaction records. The task is: describe an organic reaction: reactants, conditions, products, and yield Reactants: C(C1=CC=CC=C1)N1C=CC2=CC=C(C=C12)Br (1-benzyl-6-bromo-1H-indole), C1(=CC=CC=C1)C (toluene), C1(=CC=CC=C1)B(O)O (phenylboronic acid), C([O-])([O-])=O.[Na+].[Na+] (sodium carbonate). Reagents/catalysts: C=1C=CC(=CC1)[P](C=2C=CC=CC2)(C=3C=CC=CC3)[Pd]([P](C=4C=CC=CC4)(C=5C=CC=CC5)C=6C=CC=CC6)([P](C=7C=CC=CC7)(C=8C=CC=CC8)C=9C=CC=CC9)[P](C=1C=CC=CC1)(C=1C=CC=CC1)C=1C=CC=CC1 (tetrakis(triphenylphosphine)palladium). Run in O (water), C(C)O (ethanol). The product is C(C1=CC=CC=C1)N1C=CC2=CC=C(C=C12)C1=CC=CC=C1 (1-Benzyl-6-phenyl-1H-indole). The yield is 58.4%. RXN SMILES: [CH2:1]([N:8]1[C:16]2[C:11](=[CH:12][CH:13]=[C:14](Br)[CH:15]=2)[CH:10]=[CH:9]1)[C:2]1[CH:7]=[CH:6][CH:5]=[CH:4][CH:3]=1.[C:18]1(B(O)O)[CH:23]=[CH:22][CH:21]=[CH:20][CH:19]=1.C(=O)([O-])[O-].[Na+].[Na+].C1(C)C=CC=CC=1>O.C(O)C.C1C=CC([P]([Pd]([P](C2C=CC=CC=2)(C2C=CC=CC=2)C2C=CC=CC=2)([P](C2C=CC=CC=2)(C2C=CC=CC=2)C2C=CC=CC=2)[P](C2C=CC=CC=2)(C2C=CC=CC=2)C2C=CC=CC=2)(C2C=CC=CC=2)C2C=CC=CC=2)=CC=1>[CH2:1]([N:8]1[C:16]2[C:11](=[CH:12][CH:13]=[C:14]([C:18]3[CH:23]=[CH:22][CH:21]=[CH:20][CH:19]=3)[CH:15]=2)[CH:10]=[CH:9]1)[C:2]1[CH:7]=[CH:6][CH:5]=[CH:4][CH:3]=1 |f:2.3.4,^1:47,49,68,87|. Procedure: 1-Benzyl-6-phenyl-1H-indole was prepared by coupling 1-benzyl-6-bromo-1H-indole (3.48 g , 12.2 mmol), and phenylboronic acid (1.63 g, 13.4 mmol), using tetrakis(triphenylphosphine)palladium (0.976 g, 0.846 mmol), and sodium carbonate (5.2 g, 49 mmol) in water (25 mL), ethanol (5 mL), and toluene (55 mL), according to the procedure described in Step 2 of Example 2. Purification by flash chromatography using 0-2.5% ethyl acetate in hexane as an eluant afforded the title compound as a light green s... Starting materials: Cc1noc2ccc(Br)cc12, Cc1ccc(NC(=O)c2ccnc(N3CCCC3)c2)cc1B1OC(C)(C)C(C)(C)O1. Product: Cc1ccc(NC(=O)c2ccnc(N3CCCC3)c2)cc1-c1ccc2onc(C)c2c1. RXN SMILES: [Br:1][c:2]1[cH:3][cH:4][c:5]2[c:6]([c:7]([CH3:10])[n:8][o:9]2)[cH:11]1.[CH3:12][c:13]1[c:14]([B:33]2[O:34][C:35]([CH3:36])([CH3:37])[C:38]([CH3:39])([CH3:40])[O:41]2)[cH:15][c:16]([NH:19][C:20]([c:21]2[cH:22][c:23]([N:27]3[CH2:28][CH2:29][CH2:30][CH2:31]3)[n:24][cH:25][cH:26]2)=[O:32])[cH:17][cH:18]1>>[c:2]1(-[c:14]2[c:13]([CH3:12])[cH:18][cH:17][c:16]([NH:19][C:20]([c:21]3[cH:22][c:23]([N:27]4[CH2:28][CH2:29][CH2:30][CH2:31]4)[n:24][cH:25][cH:26]3)=[O:32])[cH:15]2)[cH:3][cH:4][c:5]2[c:6]([c:7]([CH3:10])[n:8][o:9]2)[cH:11]1. The reactants are CCN=C=NCCCN(C)C, CCN(C(C)C)C(C)C, O=C(O)c1ccnc(Cl)c1, O=C(NCC(=O)N1CCNCC1)c1ccc(-c2ccccc2)cc1, CN(C)C=O, O, On1nnc2ccccc21. The product is O=C(NCC(=O)N1CCN(C(=O)c2ccnc(Cl)c2)CC1)c1ccc(-c2ccccc2)cc1. Reaction SMILES: [CH3:30][CH2:31][N:32]=[C:33]=[N:34][CH2:35][CH2:36][CH2:37][N:38]([CH3:39])[CH3:40].[CH:1]([N:2]([CH2:3][CH3:4])[CH:5]([CH3:6])[CH3:7])([CH3:8])[CH3:9].[Cl:10][c:11]1[cH:12][c:13]([C:17](=[O:18])[OH:19])[cH:14][cH:15][n:16]1.[O:41]=[C:42]([CH2:43][NH:44][C:45](=[O:46])[c:47]1[cH:48][cH:49][c:50](-[c:53]2[cH:54][cH:55][cH:56][cH:57][cH:58]2)[cH:51][cH:52]1)[N:59]1[CH2:60][CH2:61][NH:62][CH2:63][CH2:64]1.[O:65]=[CH:66][N:67]([CH3:68])[CH3:69].[OH2:70].[OH:20][n:21]1[c:22]2[c:23]([cH:24][cH:25][cH:26][cH:27]2)[n:28][n:29]1>>[Cl:10][c:11]1[cH:12][c:13]([C:17](=[O:19])[N:62]2[CH2:61][CH2:60][N:59]([C:42](=[O:41])[CH2:43][NH:44][C:45](=[O:46])[c:47]3[cH:48][cH:49][c:50](-[c:53]4[cH:54][cH:55][cH:56][cH:57][cH:58]4)[cH:51][cH:52]3)[CH2:64][CH2:63]2)[cH:14][cH:15][n:16]1.